From a dataset of the Open Reaction Database (ORD), a public repository of structured organic reaction records. describe an organic reaction: reactants, conditions, products, and yield The reactants are NC1=C2C=CN(C(C2=CC=C1)=O)[C@@H](C(=O)N)C(C)C ((R)-2-(5-Amino-1-oxoisoquinolin-2(1H)-yl)-3-methylbutanamide), ClC1=CC=C(C=C1)[C@H](C(=O)O)C ((R)-2-(4-chlorophenyl)propanoic acid), C(C)(C)N(C(C)C)CC (N,N-diisopropylethylamine), CN(C=O)C (N,N-dimethylformamide). Solvent: C(Cl)Cl (CH2Cl2). The product is ClC1=CC=C(C=C1)[C@H](C(=O)NC1=C2C=CN(C(C2=CC=C1)=O)[C@@H](C(=O)N)C(C)C)C ((R)-2-(5-((R)-2-(4-Chlorophenyl)propanamido)-1-oxoisoquinolin-2(1H)-yl)-3-methylbutanamide). RXN SMILES: [NH2:1][C:2]1[CH:11]=[CH:10][CH:9]=[C:8]2[C:3]=1[CH:4]=[CH:5][N:6]([C@H:13]([CH:17]([CH3:19])[CH3:18])[C:14]([NH2:16])=[O:15])[C:7]2=[O:12].[Cl:20][C:21]1[CH:26]=[CH:25][C:24]([C@@H:27]([CH3:31])[C:28](O)=[O:29])=[CH:23][CH:22]=1.C(N(CC)C(C)C)(C)C.CN(C)C=O>C(Cl)Cl>[Cl:20][C:21]1[CH:22]=[CH:23][C:24]([C@@H:27]([CH3:31])[C:28]([NH:1][C:2]2[CH:11]=[CH:10][CH:9]=[C:8]3[C:3]=2[CH:4]=[CH:5][N:6]([C@H:13]([CH:17]([CH3:19])[CH3:18])[C:14]([NH2:16])=[O:15])[C:7]3=[O:12])=[O:29])=[CH:25][CH:26]=1. Reported procedure: (R)-2-(5-Amino-1-oxoisoquinolin-2(1H)-yl)-3-methylbutanamide (0.2 g, 0.0007 mol), (R)-2-(4-chlorophenyl)propanoic acid (0.16 g, 0.00088 mol) N,N,N′,N′-tetramethyl-O-(7-azabenzotriazol-1-yl)uronium hexafluorophosphate (0.33 g, 0.00088 mol), N,N-diisopropylethylamine (0.4 g, 0.003 mol) were stirred in N,N-dimethylformamide (3 mL, 0.04 mol) at room temperature over a weekend. The reaction mixture was diluted with CH2Cl2 (100 mL), washed with NaHCO3 (20 mL×3), dried over Na2SO4, purified via flash c... The reactants are [H-].[Na+] (sodium hydride), FC1=C(CN2N=C(C=3C2=NC=CC3)C3=NC=C(C(=N3)C)C(=O)N)C=CC=C1 (2-[1-(2-Fluorobenzyl)-1H-pyrazolo[3,4-b]pyridin-3-yl]-4-methylpyrimidine-5-carboxamide), CN(C=O)C (dimethylformamide). Run in C(C)#N (acetonitrile). Run at temperature 150 celsius, time 2 day. Yields the product FC1=C(CN2N=C(C=3C2=NC=CC3)C=3N=CC2=C(N3)C=CNC2=O)C=CC=C1 (2-[1-(2-Fluorobenzyl)-1H-pyrazolo[3,4-b]pyridin-3-yl]pyrido[4,3-d]pyrimidin-5(6H)-one). RXN SMILES: [H-].[Na+].[F:3][C:4]1[CH:29]=[CH:28][CH:27]=[CH:26][C:5]=1[CH2:6][N:7]1[C:11]2=[N:12][CH:13]=[CH:14][CH:15]=[C:10]2[C:9]([C:16]2[N:21]=[C:20]([CH3:22])[C:19]([C:23]([NH2:25])=[O:24])=[CH:18][N:17]=2)=[N:8]1.[CH3:30]N(C)C=O>C(#N)C>[F:3][C:4]1[CH:29]=[CH:28][CH:27]=[CH:26][C:5]=1[CH2:6][N:7]1[C:11]2=[N:12][CH:13]=[CH:14][CH:15]=[C:10]2[C:9]([C:16]2[N:17]=[CH:18][C:19]3[C:23](=[O:24])[NH:25][CH:30]=[CH:22][C:20]=3[N:21]=2)=[N:8]1 |f:0.1|. Procedure details: Under argon, 21 mg (0.522 mmol) of sodium hydride (60% suspension in mineral oil) were initially charged and washed repeatedly with hexane. Subsequently, dimethylformamide (0.18 ml) was added, and a solution of 158 mg (0.435 mmol) of the compound from example 46A in dimethylformamide (6.0 ml) was added to the suspension. The reaction mixture was stirred at 150° C. for two days, then diluted with acetonitrile at RT, then filtered, and the filtrate was concentrated. The residue was separated by me...